From a dataset of the Open Reaction Database (ORD), a public repository of structured organic reaction records. describe an organic reaction: reactants, conditions, products, and yield The reactants are COC(C1=CC=C(C=C1)C(C)=O)=O (4-acetylbenzoic acid methyl ester), Cl.NO (hydroxylamine hydrochloride), C(C)(=O)[O-].[Na+] (sodium acetate). The solvent is CO (methanol). Conditions: temperature 40 celsius. Yields the product ON=C(C)C1=CC=C(C(=O)OC)C=C1 (methyl 4-(1-(hydroxyimino)ethyl)benzoate). Yield: 96.1%. As a reaction SMILES: [CH3:1][O:2][C:3](=[O:13])[C:4]1[CH:9]=[CH:8][C:7]([C:10](=O)[CH3:11])=[CH:6][CH:5]=1.Cl.[NH2:15][OH:16].C([O-])(=O)C.[Na+]>CO>[OH:16][N:15]=[C:10]([C:7]1[CH:8]=[CH:9][C:4]([C:3]([O:2][CH3:1])=[O:13])=[CH:5][CH:6]=1)[CH3:11] |f:1.2,3.4|. Procedure: A mixture of 4-acetylbenzoic acid methyl ester (1.0 g, 5.6 mmol), hydroxylamine hydrochloride (3.1 g, 45 mmol) and sodium acetate (3.7 g, 45 mmol) in methanol (50 mL) was heated at 40° C. for 2 hours. The mixture was evaporated to dryness and the residue partitioned between EtOAc (40 mL) and water (40 mL). The organic layer was washed with brine (40 mL), dried over anhydrous MgSO4 and evaporated to dryness to afford the title compound as a white solid (1.04 g, 96%). LC-MS: (FA) ES+ 194; 1H NMR (... Starting materials: solution, [OH-].[Na+] (sodium hydroxide), COC=1C=C2C(=CC=NC2=CC1OC)OC1=C(C(=C(C=C1)NC(CCOC1=C(C=CC=C1)C)=O)C)C (N1-{4-[(6,7-Dimethoxy-4-quinolyl)oxy]-2,3-dimethylphenyl}-3-(2-methylphenoxy)propaneamide), Cl (hydrochloric acid). The solvent is O1CCCC1 (tetrahydrofuran), O1CCCC1 (tetrahydrofuran). Run at temperature 0 celsius. Product: COC=1C=C2C(=CC=NC2=CC1OC)OC1=C(C(=C(C=C1)NCCCOC1=C(C=CC=C1)C)C)C (N-{4-[(6,7-Dimethoxy-4-quinolyl)oxy]-2,3-dimethylphenyl}-N-[3-(2-methylphenoxy)propyl]amine). Yield: 79.8%. Reaction SMILES: [CH3:1][O:2][C:3]1[CH:4]=[C:5]2[C:10](=[CH:11][C:12]=1[O:13][CH3:14])[N:9]=[CH:8][CH:7]=[C:6]2[O:15][C:16]1[CH:21]=[CH:20][C:19]([NH:22][C:23](=O)[CH2:24][CH2:25][O:26][C:27]2[CH:32]=[CH:31][CH:30]=[CH:29][C:28]=2[CH3:33])=[C:18]([CH3:35])[C:17]=1[CH3:36].Cl.[OH-].[Na+]>O1CCCC1>[CH3:1][O:2][C:3]1[CH:4]=[C:5]2[C:10](=[CH:11][C:12]=1[O:13][CH3:14])[N:9]=[CH:8][CH:7]=[C:6]2[O:15][C:16]1[CH:21]=[CH:20][C:19]([NH:22][CH2:23][CH2:24][CH2:25][O:26][C:27]2[CH:32]=[CH:31][CH:30]=[CH:29][C:28]=2[CH3:33])=[C:18]([CH3:35])[C:17]=1[CH3:36] |f:2.3|. Procedure: N1-{4-[(6,7-Dimethoxy-4-quinolyl)oxy]-2,3-dimethylphenyl}-3-(2-methylphenoxy)propaneamide (200 mg) was dissolved in tetrahydrofuran (10 ml) to prepare a solution. A 1 M solution (1.3 ml) of a borane-tetrahydrofuran complex in tetrahydrofuran was then added to the solution, and the mixture was stirred with heating under reflux for 2 hr. The reaction solution was cooled to 0° C. and was adjusted to pH 1 by the addition of 1 N hydrochloric acid, followed by stirring with heating under reflux for 30...